Dataset: the Open Reaction Database (ORD), a public repository of structured organic reaction records. Task: describe an organic reaction: reactants, conditions, products, and yield As a reaction SMILES: [CH3:1][C@@H:2]1[O:7][C@@H:6]([O:8][C@@H:9]2[C:14]3=[C:15]([OH:32])[C:16]4[C:28](=[O:29])[C:27]5[C:22](=[CH:23][CH:24]=[CH:25][C:26]=5[O:30][CH3:31])[C:20](=[O:21])[C:17]=4[C:18]([OH:19])=[C:13]3[CH2:12][C@@:11]([OH:37])([C:33]([CH2:35][OH:36])=[O:34])[CH2:10]2)[CH2:5][C@H:4]([NH2:38])[C@@H:3]1[OH:39].C[C@@H]1O[C@@H](O[C@@H]2C3=C(O)C4C(=O)C5C(=CC=CC=5OC)C(=O)C=4C(O)=C3C[C@@](O)(C(CO)=O)C2)C[C@H](N)[C@@H]1O.Cl.[CH2:80]1[CH2:86][O:85][P:83]([N:87]([CH2:91][CH2:92][Cl:93])[CH2:88][CH2:89][Cl:90])(=[O:84])[NH:82][CH2:81]1>C(Cl)(Cl)Cl>[CH2:80]1[CH2:86][O:85][P:83]([N:87]([CH2:91][CH2:92][Cl:93])[CH2:88][CH2:89][Cl:90])(=[O:84])[NH:82][CH2:81]1.[CH3:1][C@@H:2]1[O:7][C@@H:6]([O:8][C@@H:9]2[C:14]3=[C:15]([OH:32])[C:16]4[C:28](=[O:29])[C:27]5[C:22](=[CH:23][CH:24]=[CH:25][C:26]=5[O:30][CH3:31])[C:20](=[O:21])[C:17]=4[C:18]([OH:19])=[C:13]3[CH2:12][C@@:11]([OH:37])([C:33]([CH2:35][OH:36])=[O:34])[CH2:10]2)[CH2:5][C@H:4]([NH2:38])[C@@H:3]1[OH:39] |f:1.2,5.6|. Solvent: C(Cl)(Cl)Cl (chloroform). The product is C1CNP(=O)(OC1)N(CCCl)CCCl.C[C@H]1[C@H]([C@H](C[C@@H](O1)O[C@H]2C[C@@](CC=3C2=C(C4=C(C3O)C(=O)C5=CC=CC(=C5C4=O)OC)O)(C(=O)CO)O)N)O (Cyclophosphamide Doxorubicin). Conditions: time 8 hour. Reactants: C[C@H]1[C@H]([C@H](C[C@@H](O1)O[C@H]2C[C@@](CC=3C2=C(C4=C(C3O)C(=O)C5=CC=CC(=C5C4=O)OC)O)(C(=O)CO)O)N)O (Doxorubicin), C[C@H]1[C@H]([C@H](C[C@@H](O1)O[C@H]2C[C@@](CC=3C2=C(C4=C(C3O)C(=O)C5=CC=CC(=C5C4=O)OC)O)(C(=O)CO)O)N)O.Cl (Doxorubicin hydrochloride), C1CNP(=O)(OC1)N(CCCl)CCCl (cyclophosphamide). Reported procedure: To a dark orange solution of Doxorubicin (0.036 g), prepared from Doxorubicin hydrochloride as described in the previous experiment, in chloroform (100 ml) were added while stirring at 50° PLA (4.048 g), cis-Pta2Cl2 (0.495 g) and cyclophosphamide (0.381 g in 40 ml dichloromethane). The mixture was transferred to a 500 ml ball mill jar about one-third filled with pebbles, rotated overnight and worked up as reported in Example 1 to give two samples of average particle sizes of 250-425μ and 150-250... Starting materials: [Al+3], C1CCOC1, O=C1CCC(CCCOC2CCOCC2)(c2ccc(Cl)c(Cl)c2)CN1, [H-], [H-], [H-], [H-], [Li+]. The product is Clc1ccc(C2(CCCOC3CCOCC3)CCCNC2)cc1Cl. As a reaction SMILES: [Al+3:27].[CH2:32]1[O:33][CH2:34][CH2:35][CH2:36]1.[Cl:1][c:2]1[cH:3][c:4]([C:9]2([CH2:16][CH2:17][CH2:18][O:19][CH:20]3[CH2:21][CH2:22][O:23][CH2:24][CH2:25]3)[CH2:10][CH2:11][C:12](=[O:15])[NH:13][CH2:14]2)[cH:5][cH:6][c:7]1[Cl:8].[H-:26].[H-:29].[H-:30].[H-:31].[Li+:28]>>[Cl:1][c:2]1[cH:3][c:4]([C:9]2([CH2:16][CH2:17][CH2:18][O:19][CH:20]3[CH2:21][CH2:22][O:23][CH2:24][CH2:25]3)[CH2:10][CH2:11][CH2:12][NH:13][CH2:14]2)[cH:5][cH:6][c:7]1[Cl:8]. Reactants: alcohol, ice water, S(=O)(=O)([O-])C1=CC=C(C)C=C1 (tosylate), N1=CC=CC=C1 (pyridine), C1(=CC=C(C=C1)S(=O)(=O)Cl)C (p-toluenesulfonyl chloride), ice, C(=O)(O)[O-].[Na+] (NaHCO3), CCOCC (ether). Solvent: O (water), O (water), O (water). Product: C(C1=CC=CC=C1)OC[C@@H]1[C@H]([C@H](C[C@H]1OC1OCCCC1)OS(=O)(=O)C1=CC=C(C)C=C1)CC=C ((1S,2R,3S,4R)-3-Benzyloxymethyl-2-(prop-2-en-1-yl)-1-tosyloxy-4-(tetrahydropyran-2-yloxy)cyclopentane). RXN SMILES: N1[CH:6]=[CH:5][CH:4]=[CH:3][CH:2]=1.[C:7]1([CH3:17])[CH:12]=[CH:11][C:10](S(Cl)(=O)=O)=[CH:9][CH:8]=1.[C:18]([O-:21])(O)=[O:19].[Na+].[S:23]([C:27]1[CH:33]=[CH:32][C:30]([CH3:31])=[CH:29][CH:28]=1)([O-:26])(=[O:25])=[O:24].[CH3:34][CH2:35][O:36][CH2:37][CH3:38]>O>[CH2:35]([O:36][CH2:37][C@H:38]1[C@H:17]([O:19][CH:18]2[CH2:5][CH2:4][CH2:3][CH2:2][O:21]2)[CH2:7][C@H:12]([O:24][S:23]([C:27]2[CH:33]=[CH:32][C:30]([CH3:31])=[CH:29][CH:28]=2)(=[O:26])=[O:25])[C@@H:11]1[CH2:10][CH:9]=[CH2:8])[C:34]1[CH:6]=[CH:5][CH:4]=[CH:3][CH:2]=1 |f:2.3|. Procedure: A solution of 12.5 g. of the alcohol prepared according to Reference Example 1(c) in 36 ml. of pyridine is combined with 13.6 g. of p-toluenesulfonyl chloride and agitated for 2 days at room temperature under argon. The mixture is then combined with 6 ml. of ice water, stirred for 2 hours at room temperature, diluted with 0.6 l. of ether, and shaken, in succession, with water, ice-cold 4% sulfuric acid, water, 5% NaHCO3 solution, and three times with water. The mixture is dried over magnesium su... Starting materials: [H-].[Al+3].[Li+].[H-].[H-].[H-] (lithium aluminum hydride), C(#N)[BH3-].[Na+] (sodium cyanoborohydride), C([O-])([O-])=O.[K+].[K+] (potassium carbonate), C(C)(C)(C)OC(=O)N1CCC(CC1)=O (4-oxopiperidine-1-carboxylic acid tert-butyl ester), COC(C1=C(C(=CC=C1)CCC(OC)OC)[N+](=O)[O-])=O (3-(3,3-dimethoxypropyl)-2-nitrobenzoic acid methyl ester). The reagents and catalysts are [Pd] (Pd/C). Run in O1CCCC1 (tetrahydrofuran), O (water), O1CCCC1 (tetrahydrofuran). Reaction conditions: time 2 hour. The product is C(C)(C)(C)OC(=O)N1CCC(CC1)N1C=CC2=CC=CC(=C12)CO (4-(7-hydroxymethylindol-1-yl)piperidine-1-carboxylic acid tert-butyl ester). The yield is 42.8%. As a reaction SMILES: CO[C:3](=[O:20])[C:4]1[CH:9]=[CH:8][CH:7]=[C:6]([CH2:10][CH2:11]C(OC)OC)[C:5]=1[N+:17]([O-])=O.[H-].[Al+3].[Li+].[H-].[H-].[H-].[C:27]([O:31][C:32]([N:34]1[CH2:39][CH2:38][C:37](=O)[CH2:36][CH2:35]1)=[O:33])([CH3:30])([CH3:29])[CH3:28].C([BH3-])#N.[Na+].C(=O)([O-])[O-].[K+].[K+]>O1CCCC1.[Pd].O>[C:27]([O:31][C:32]([N:34]1[CH2:39][CH2:38][CH:37]([N:17]2[C:5]3[C:6](=[CH:7][CH:8]=[CH:9][C:4]=3[CH2:3][OH:20])[CH:10]=[CH:11]2)[CH2:36][CH2:35]1)=[O:33])([CH3:30])([CH3:28])[CH3:29] |f:1.2.3.4.5.6,8.9,10.11.12|. Procedure: Hydrogenate 3-(3,3-dimethoxypropyl)-2-nitrobenzoic acid methyl ester (7.8 g, 0.029 mol) in 100 mL of tetrahydrofuran with 0.743 g 5% Pd/C at 60 psi for 24 hours. Filter and concentrate. Dissolve the resulting product in 30 mL of tetrahydrofuran, and add it dropwise to a suspension of lithium aluminum hydride (2.2 g, 0.058 mol) in 100 mL of tetrahydrofuran at 0° C. Allow the reaction to warm to room temperature, and stir for 2 hours. Quench the mixture with saturated Rochelle salt and extract wit... Reactants: CC(N)=O, C[O-], CN(C)C=O, CO, CC(C)O, [Na+], CCOC(=O)c1ncn2c1nc(N1CCOCC1)c1ccccc12. Yields the product NC(=O)c1ncn2c1nc(N1CCOCC1)c1ccccc12. RXN SMILES: [CH3:25][C:26]([NH2:27])=[O:28].[CH3:29][O-:30].[CH3:32][N:33]([CH3:34])[CH:35]=[O:36].[CH3:37][OH:38].[CH:39]([OH:40])([CH3:41])[CH3:42].[Na+:31].[O:1]1[CH2:2][CH2:3][N:4]([c:7]2[n:8][c:9]3[n:10]([c:11]4[cH:12][cH:13][cH:14][cH:15][c:16]24)[cH:17][n:18][c:19]3[C:20](=[O:21])[O:22][CH2:23][CH3:24])[CH2:5][CH2:6]1>>[O:1]1[CH2:2][CH2:3][N:4]([c:7]2[n:8][c:9]3[n:10]([c:11]4[cH:12][cH:13][cH:14][cH:15][c:16]24)[cH:17][n:18][c:19]3[C:20](=[O:21])[NH2:27])[CH2:5][CH2:6]1. The reactants are BrC1=CC=C(C=C1)C1=CC2=C(N(C(=N2)OC2CC(C2)C(=O)OCC)COCC[Si](C)(C)C)C=C1Cl (ethyl 3-{[5-(4-bromophenyl)-6-chloro-1-{[2-(trimethylsilyl)ethoxy]methyl}-1H-benzimidazol-2-yl]oxy}cyclobutanecarboxylate), OC1=C(C=CC=C1)B(O)O (2-hydroxybenzeneboronic acid), pinacol ester, C(=O)([O-])[O-].[K+].[K+] (K2CO3). Reagents/catalysts: C=1C=CC(=CC1)[P](C=2C=CC=CC2)(C=3C=CC=CC3)[Pd]([P](C=4C=CC=CC4)(C=5C=CC=CC5)C=6C=CC=CC6)([P](C=7C=CC=CC7)(C=8C=CC=CC8)C=9C=CC=CC9)[P](C=1C=CC=CC1)(C=1C=CC=CC1)C=1C=CC=CC1 (Pd(PPh3)4). The solvent is CN(C)C=O (DMF). Conditions: temperature 120 celsius. Product: ClC=1C(=CC2=C(N(C(=N2)OC2CC(C2)C(=O)OCC)COCC[Si](C)(C)C)C1)C1=CC=C(C=C1)C1=C(C=CC=C1)O (Ethyl 3-{[6-chloro-5-(2′-hydroxybiphenyl-4-yl)-1-{[2-(trimethylsilyl)ethoxy]methyl}-1H-benzimidazol-2-yl]oxy}cyclobutanecarboxylate). RXN SMILES: Br[C:2]1[CH:7]=[CH:6][C:5]([C:8]2[C:34]([Cl:35])=[CH:33][C:11]3[N:12]([CH2:25][O:26][CH2:27][CH2:28][Si:29]([CH3:32])([CH3:31])[CH3:30])[C:13]([O:15][CH:16]4[CH2:19][CH:18]([C:20]([O:22][CH2:23][CH3:24])=[O:21])[CH2:17]4)=[N:14][C:10]=3[CH:9]=2)=[CH:4][CH:3]=1.[OH:36][C:37]1[CH:42]=[CH:41][CH:40]=[CH:39][C:38]=1B(O)O.C([O-])([O-])=O.[K+].[K+]>C1C=CC([P]([Pd]([P](C2C=CC=CC=2)(C2C=CC=CC=2)C2C=CC=CC=2)([P](C2C=CC=CC=2)(C2C=CC=CC=2)C2C=CC=CC=2)[P](C2C=CC=CC=2)(C2C=CC=CC=2)C2C=CC=CC=2)(C2C=CC=CC=2)C2C=CC=CC=2)=CC=1.CN(C=O)C>[Cl:35][C:34]1[C:8]([C:5]2[CH:4]=[CH:3][C:2]([C:38]3[CH:39]=[CH:40][CH:41]=[CH:42][C:37]=3[OH:36])=[CH:7][CH:6]=2)=[CH:9][C:10]2[N:14]=[C:13]([O:15][CH:16]3[CH2:19][CH:18]([C:20]([O:22][CH2:23][CH3:24])=[O:21])[CH2:17]3)[N:12]([CH2:25][O:26][CH2:27][CH2:28][Si:29]([CH3:31])([CH3:32])[CH3:30])[C:11]=2[CH:33]=1 |f:2.3.4,^1:55,57,76,95|. Procedure: A 50 mL flask was charged with ethyl 3-{[5-(4-bromophenyl)-6-chloro-1-{[2-(trimethylsilyl)ethoxy]methyl}-1H-benzimidazol-2-yl]oxy}cyclobutanecarboxylate (150 mg, 0.259 mmol), 2-hydroxybenzeneboronic acid, pinacol ester (60 mg, 0.273 mmol), Pd(PPh3)4 (20 mg, 0.017 mmol), DMF (5 mL), and 1 M aqueous K2CO3 (0.78 ml, 0.780 mmol). The reaction was degassed with N2 and then heated at 120° C. for 1 hour. Then the volatiles were removed in vacuo and the residue partitioned between EtOAc and H2O. The aqu...